The task is: describe an organic reaction: reactants, conditions, products, and yield. This data is from the Open Reaction Database (ORD), a public repository of structured organic reaction records. Starting materials: ClCCl, CCOC(=O)c1ccc(C2CCC3(CC2)CO3)cc1, O. Product: CCOC(=O)c1ccc(C2CCC(C=O)CC2)cc1. RXN SMILES: [Cl:21][CH2:22][Cl:23].[O:1]1[CH2:2][C:3]12[CH2:4][CH2:5][CH:6]([c:9]1[cH:10][cH:11][c:12]([C:13](=[O:14])[O:15][CH2:16][CH3:17])[cH:18][cH:19]1)[CH2:7][CH2:8]2.[OH2:20]>>[O:1]=[CH:2][CH:3]1[CH2:4][CH2:5][CH:6]([c:9]2[cH:10][cH:11][c:12]([C:13](=[O:14])[O:15][CH2:16][CH3:17])[cH:18][cH:19]2)[CH2:7][CH2:8]1. The reactants are C(C(=O)C)(=O)O (pyruvic acid), C(C)OC([C@H]1NCCC1)=O (L-proline ethyl ester), precooled solution, C1(CCCCC1)N=C=NC1CCCCC1 (dicyclohexylcarbodiimide). The solvent is C(Cl)(Cl)Cl (chloroform), C(Cl)(Cl)Cl (cloroform). Reaction conditions: temperature -5 celsius, time 1 hour. The product is C(C)OC([C@H]1N(CCC1)C(C(=O)C)=O)=O (N-pyruvoyl-L-proline ethyl ester). RXN SMILES: [C:1]([OH:6])(=O)[C:2]([CH3:4])=[O:3].[CH2:7]([O:9][C:10](=[O:16])[C@@H:11]1[CH2:15][CH2:14][CH2:13][NH:12]1)[CH3:8].C1(N=C=NC2CCCCC2)CCCCC1>C(Cl)(Cl)Cl>[CH2:7]([O:9][C:10](=[O:16])[C@@H:11]1[CH2:15][CH2:14][CH2:13][N:12]1[C:1](=[O:6])[C:2]([CH3:4])=[O:3])[CH3:8]. Procedure: A solution of 60 mmoles of pyruvic acid plus 60 mmoles of L-proline ethyl ester in redistilled chloroform is cooled to -50° C. in an acetone-dry ice bath. To this solution is added 60 mmoles of a precooled solution of dicyclohexylcarbodiimide (DCC) in cloroform and the mixture is stirred at -5° C. for 1 hour. The reaction mixture is slowly warmed to room temperature and stirred for an additional 2 hours and then stirred at 4° C. overnight. The mixture is filtered to remove dicyclohexylurea, then...